From a dataset of the Open Reaction Database (ORD), a public repository of structured organic reaction records. describe an organic reaction: reactants, conditions, products, and yield The reactants are ICC (Iodoethane), OC[C@@H]1N(C(O[C@H]1C)(C)C)C(=O)OC(C)(C)C ((4S,5S)-tert-butyl 4-(hydroxymethyl)-2,2,5-trimethyloxazolidine-3-carboxylate), [H-].[Na+] (Sodium hydride). The solvent is CN(C)C=O (DMF). Run at time 1 hour. Yields the product C(C)OC[C@@H]1N(C(O[C@H]1C)(C)C)C(=O)OC(C)(C)C ((4S,5S)-tert-butyl 4-(ethoxymethyl)-2,2,5-trimethyloxazolidine-3-carboxylate). RXN SMILES: I[CH2:2][CH3:3].[OH:4][CH2:5][C@H:6]1[C@H:10]([CH3:11])[O:9][C:8]([CH3:13])([CH3:12])[N:7]1[C:14]([O:16][C:17]([CH3:20])([CH3:19])[CH3:18])=[O:15].[H-].[Na+]>CN(C=O)C>[CH2:2]([O:4][CH2:5][C@H:6]1[C@H:10]([CH3:11])[O:9][C:8]([CH3:12])([CH3:13])[N:7]1[C:14]([O:16][C:17]([CH3:19])([CH3:18])[CH3:20])=[O:15])[CH3:3] |f:2.3|. Reported procedure: Iodoethane (0.80 mL) was added to a solution of (4S,5S)-tert-butyl 4-(hydroxymethyl)-2,2,5-trimethyloxazolidine-3-carboxylate (1.23 g), which can be synthesized by a method described in Bioorganic Chemistry 36 (2008) 4-15, in DMF (10 mL). Sodium hydride (60% in oil, 300 mg) was added under ice-cooling. Thereafter, the ice bath was removed, and the reaction solution was stirred at room temperature for 1 hour. Water and ethyl acetate were added to the reaction solution. After separation, the organ... Yields the product C(C)(C)(C)OC(C[C@H](C(=O)O)CCCC1CCCCC1)=O ((2R)-2-[2-(tert-butoxy)-2-oxoethyl]-5-cyclohexylpentanoic acid). Starting materials: C(C)(C)(C)OC(C[C@H](C(=O)O)CCCC1=CC=CC=C1)=O ((2R)-2-[2-(tert-butoxy)-2-oxoethyl]-5-phenylpentanoic acid), [H][H] (hydrogen). Reaction conditions: time 17 hour. Procedure: A solution of (2R)-2-[2-(tert-butoxy)-2-oxoethyl]-5-phenylpentanoic acid (Syn. Lett.; 1998; 637-639) (10.00 g, 34.2 mmol) in acetic acid (120 ml) was treated with 5% Rhodium on alumina catalyst, pressurised to 60 psi with hydrogen in a sealed vessel and stirred at room temperature for 17 hours. The mixture was filtered through a pad of Arbocel® and the solvent was removed from the filtrate under reduced pressure. The residue was azeotroped from toluene to afford the title compound (7.53 g). The yield is 73.8%. Reagents/catalysts: [Rh] (Rhodium on alumina). Reaction SMILES: [C:1]([O:5][C:6](=[O:21])[CH2:7][C@@H:8]([CH2:12][CH2:13][CH2:14][C:15]1[CH:20]=[CH:19][CH:18]=[CH:17][CH:16]=1)[C:9]([OH:11])=[O:10])([CH3:4])([CH3:3])[CH3:2].[H][H]>C(O)(=O)C.[Rh]>[C:1]([O:5][C:6](=[O:21])[CH2:7][C@@H:8]([CH2:12][CH2:13][CH2:14][CH:15]1[CH2:16][CH2:17][CH2:18][CH2:19][CH2:20]1)[C:9]([OH:11])=[O:10])([CH3:4])([CH3:2])[CH3:3]. Run in C(C)(=O)O (acetic acid). The reactants are O1C(NC2=NC=CC=C21)=O (oxazolo[4,5-b]pyridin-2(3H)-one), [H-].[Na+] (sodium hydride), oil, FC1=CC=C(C=C1)[N+](=O)[O-] (1-fluoro-4-nitrobenzene). Run in CN(C)C=O (DMF), C(C)(=O)OCC (ethyl acetate). Reaction conditions: time 5 minute. Yields the product [N+](=O)([O-])C1=CC=C(C=C1)N1C(OC=2C1=NC=CC2)=O (3-(4-nitrophenyl) [1,3]oxazolo[4,5-b]pyridin-2(3H)-one). The yield is 19.3%. Reaction SMILES: [O:1]1[C:9]2[C:4](=[N:5][CH:6]=[CH:7][CH:8]=2)[NH:3][C:2]1=[O:10].[H-].[Na+].F[C:14]1[CH:19]=[CH:18][C:17]([N+:20]([O-:22])=[O:21])=[CH:16][CH:15]=1>CN(C=O)C.C(OCC)(=O)C>[N+:20]([C:17]1[CH:18]=[CH:19][C:14]([N:3]2[C:4]3=[N:5][CH:6]=[CH:7][CH:8]=[C:9]3[O:1][C:2]2=[O:10])=[CH:15][CH:16]=1)([O-:22])=[O:21] |f:1.2|. Reported procedure: A solution of oxazolo[4,5-b]pyridin-2(3H)-one (200 mg) in DMF (3.5 mL) was treated with a 60% dispersion of sodium hydride in mineral oil (62 mg) and the resulting mixture stirred at ambient temperature for 5 min. The mixture was treated with 1-fluoro-4-nitrobenzene (248 mg) then stirred at 100° C. for 17 h. After this time, the reaction mixture was cooled to ambient temperature, diluted with ethyl acetate (100 mL), washed with water (2×50 mL), 5% aqueous lithium chloride (50 mL) then brine (50 ... Reactants: CC(C)OC(N[C@@H]1C[C@@H](N(C2=CC=C(C=C12)Br)C(C)=O)C)=O (1-methylethyl[(2S,4R)-1-acetyl-6-bromo-2-methyl-1,2,3,4-tetrahydro-4-quinolinyl]carbamate), N (NH3). Reagents/catalysts: [Cu-]=O (copper(I) oxide). Solvent: CN(C=O)C (N,N-dimethylformamide). Run at temperature 110 celsius, time 5 hour. The product is CC(C)OC(N[C@@H]1C[C@@H](N(C2=CC=C(C=C12)N)C(C)=O)C)=O (1-methylethyl[(2S,4R)-1-acetyl-6-amino-2-methyl-1,2,3,4-tetrahydro-4-quinolinyl]carbamate). The yield is 85.0%. Reaction SMILES: [CH3:1][CH:2]([O:4][C:5](=[O:22])[NH:6][C@H:7]1[C:16]2[C:11](=[CH:12][CH:13]=[C:14](Br)[CH:15]=2)[N:10]([C:18](=[O:20])[CH3:19])[C@@H:9]([CH3:21])[CH2:8]1)[CH3:3].[NH3:23]>CN(C)C=O.[Cu-]=O>[CH3:1][CH:2]([O:4][C:5](=[O:22])[NH:6][C@H:7]1[C:16]2[C:11](=[CH:12][CH:13]=[C:14]([NH2:23])[CH:15]=2)[N:10]([C:18](=[O:20])[CH3:19])[C@@H:9]([CH3:21])[CH2:8]1)[CH3:3]. Reported procedure: A mixture of 1-methylethyl[(2S,4R)-1-acetyl-6-bromo-2-methyl-1,2,3,4-tetrahydro-4-quinolinyl]carbamate (for a preparation see example 4) (2.71 g, 7.34 mmol) and copper(I) oxide (0.247 g, 1.726 mmol) in N,N-dimethylformamide (DMF) (5 mL) was treated with NH3 (35% w/w in water) (5 mL, 258 mmol) and the resulting mixture was stirred at 110° C. for 5 h under microwave irradiation then cooled to room temperature and concentrated in vacuo. The residue was partitioned between water and AcOEt and the la... Starting materials: C(C)(=O)OCC (ethyl acetate), C(=O)(O)[O-].[Na+] (NaHCO3), solution, [F-].C(CCC)[N+](CCCC)(CCCC)CCCC (tetrabutylammonium fluoride), [Si](C)(C)(C(C)(C)C)OC1=CC=C(C=C1)N(C(=O)C=1C=C(N2CCCCC12)C1=C(C=C(C=C1)OCC(N1CCCCC1)=O)C(=O)N1CC2=CC=CC=C2C[C@H]1CN1CCOCC1)C=1C=C2C(=NC1)N(C=C2)C (N-[4-[tert-Butyl(dimethyl)silyl]oxyphenyl]-N-(1-methylpyrrolo[2,3-b]pyridin-5-yl)-3-[2-[(3S)-3-(morpholinomethyl)-3,4-dihydro-1H-isoquinoline-2-carbonyl]-4-[2-oxo-2-(1-piperidyl)ethoxy]phenyl]-5,6,7,8-tetrahydroindolizine-1-carboxamide). Run in O1CCCC1 (tetrahydrofuran), O1CCCC1 (tetrahydrofuran). Reaction conditions: time 5 minute. Yields the product OC1=CC=C(C=C1)N(C(=O)C=1C=C(N2CCCCC12)C1=C(C=C(C=C1)OCC(N1CCCCC1)=O)C(=O)N1CC2=CC=CC=C2C[C@H]1CN1CCOCC1)C=1C=C2C(=NC1)N(C=C2)C (N-(4-Hydroxyphenyl)-N-(1-methylpyrrolo[2,3-b]pyridin-5-yl)-3-[2-[(3S)-3-(morpholinomethyl)-3,4-dihydro-1H-isoquinoline-2-carbonyl]-4-[2-oxo-2-(1-piperidyl)ethoxy]phenyl]-5,6,7,8-tetrahydroindolizine-1-carboxamide). Reaction SMILES: [F-].C([N+](CCCC)(CCCC)CCCC)CCC.[Si]([O:26][C:27]1[CH:32]=[CH:31][C:30]([N:33]([C:80]2[CH:81]=[C:82]3[CH:88]=[CH:87][N:86]([CH3:89])[C:83]3=[N:84][CH:85]=2)[C:34]([C:36]2[CH:37]=[C:38]([C:45]3[CH:50]=[CH:49][C:48]([O:51][CH2:52][C:53](=[O:60])[N:54]4[CH2:59][CH2:58][CH2:57][CH2:56][CH2:55]4)=[CH:47][C:46]=3[C:61]([N:63]3[C@H:72]([CH2:73][N:74]4[CH2:79][CH2:78][O:77][CH2:76][CH2:75]4)[CH2:71][C:70]4[C:65](=[CH:66][CH:67]=[CH:68][CH:69]=4)[CH2:64]3)=[O:62])[N:39]3[C:44]=2[CH2:43][CH2:42][CH2:41][CH2:40]3)=[O:35])=[CH:29][CH:28]=1)(C(C)(C)C)(C)C.C(OCC)(=O)C.C([O-])(O)=O.[Na+]>O1CCCC1>[OH:26][C:27]1[CH:28]=[CH:29][C:30]([N:33]([C:80]2[CH:81]=[C:82]3[CH:88]=[CH:87][N:86]([CH3:89])[C:83]3=[N:84][CH:85]=2)[C:34]([C:36]2[CH:37]=[C:38]([C:45]3[CH:50]=[CH:49][C:48]([O:51][CH2:52][C:53](=[O:60])[N:54]4[CH2:59][CH2:58][CH2:57][CH2:56][CH2:55]4)=[CH:47][C:46]=3[C:61]([N:63]3[C@H:72]([CH2:73][N:74]4[CH2:75][CH2:76][O:77][CH2:78][CH2:79]4)[CH2:71][C:70]4[C:65](=[CH:66][CH:67]=[CH:68][CH:69]=4)[CH2:64]3)=[O:62])[N:39]3[C:44]=2[CH2:43][CH2:42][CH2:41][CH2:40]3)=[O:35])=[CH:31][CH:32]=1 |f:0.1,4.5|. Procedure details: A 1M solution of tetrabutylammonium fluoride (3.14 mL, 3 mmol) in tetrahydrofuran is added at ambient temperature to a solution, in 30 mL of tetrahydrofuran, of the compound obtained in Step E (2.92 g, 2.9 mmol). After stirring for 5 minutes, the reaction mixture is poured into a 50/50 mixture of ethyl acetate and saturated aqueous NaHCO3 solution. The separated organic phase is washed with water and then with brine. The combined aqueous phases are extracted with ethyl acetate. The resulting org... The reactants are CC=1C(=NC(=C(C1)C)C)N1CCNCC1 (1-(3,5,6-trimethylpyridin-2-yl)piperazine), BrC=1C=CC(=NC1)C(=O)O (5-bromo-2-picolinic acid). Yields the product BrC=1C=CC(=NC1)C(=O)N1CCN(CC1)C1=NC(=C(C=C1C)C)C ((5-bromopyridin-2-yl)[4-(3,5,6-trimethylpyridin-2-yl)piperazin-1-yl]methanone). Isolated yield 63.3%. As a reaction SMILES: [CH3:1][C:2]1[C:3]([N:10]2[CH2:15][CH2:14][NH:13][CH2:12][CH2:11]2)=[N:4][C:5]([CH3:9])=[C:6]([CH3:8])[CH:7]=1.[Br:16][C:17]1[CH:18]=[CH:19][C:20]([C:23](O)=[O:24])=[N:21][CH:22]=1>>[Br:16][C:17]1[CH:18]=[CH:19][C:20]([C:23]([N:13]2[CH2:12][CH2:11][N:10]([C:3]3[C:2]([CH3:1])=[CH:7][C:6]([CH3:8])=[C:5]([CH3:9])[N:4]=3)[CH2:15][CH2:14]2)=[O:24])=[N:21][CH:22]=1. Reported procedure: Using 1-(3,5,6-trimethylpyridin-2-yl)piperazine (1.5 g) described in Preparation Example 92 and 5-bromo-2-picolinic acid (1.5 g) and by the reaction and treatment in the same manner as in Preparation Example 118, the title compound (1.8 g) was obtained Reactants: ClC1=CC(=C(C=C1)[N+](=O)[O-])F (4-chloro-2-fluoronitrobenzene), C(C)(C)(C)OC(=O)N1CC2=CC=CC(C2CC1)O (2-tert-butoxycarbonyl-5-hydroxy-tetrahydroisoquinoline), C([O-])([O-])=O.[K+].[K+] (potassium carbonate), CN(C=O)C (N,N-dimethylformamide). The solvent is O (water). Reaction conditions: temperature 60 celsius, time 24 hour. Yields the product C(C)(C)(C)OC(=O)N1CC2=CC=CC(=C2CC1)OC1=C(C=CC(=C1)Cl)[N+](=O)[O-] (2-tert-butoxycarbonyl-5-(5-chloro-2-nitrophenoxy)-1,2,3,4-tetrahydroisoquinoline). Isolated yield 97.7%. As a reaction SMILES: [Cl:1][C:2]1[CH:7]=[CH:6][C:5]([N+:8]([O-:10])=[O:9])=[C:4](F)[CH:3]=1.[C:12]([O:16][C:17]([N:19]1[CH2:28][CH2:27][CH:26]2[C:21](=[CH:22][CH:23]=[CH:24][CH:25]2[OH:29])[CH2:20]1)=[O:18])([CH3:15])([CH3:14])[CH3:13].C(=O)([O-])[O-].[K+].[K+].CN(C)C=O>O>[C:12]([O:16][C:17]([N:19]1[CH2:28][CH2:27][C:26]2[C:21](=[CH:22][CH:23]=[CH:24][C:25]=2[O:29][C:4]2[CH:3]=[C:2]([Cl:1])[CH:7]=[CH:6][C:5]=2[N+:8]([O-:10])=[O:9])[CH2:20]1)=[O:18])([CH3:15])([CH3:13])[CH3:14] |f:2.3.4|. Procedure details: A mixture of 4-chloro-2-fluoronitrobenzene (1.93 g, 11 mmols), 2-tert-butoxycarbonyl-5-hydroxy-tetrahydroisoquinoline (2.74 g, 11 mmols), potassium carbonate (1.53 g, 11 mmols) and N,N-dimethylformamide (20 ml) was stirred at 60° C. for 24 hours. The reaction mixture was cooled, then poured into water, and extracted with ethyl acetate. The extract was washed with water, and then dried with anhydrous magnesium sulfate, and the solvent was evaporated away. The residue was purified through silica g... The reactants are BrC=1N=C(C(=NC1CC)N[C@H]1[C@H](CC2=CC=CC=C12)O)CC ((1R,2S)-1-[(5-bromo-3,6-diethylpyrazin-2-yl)amino]-2,3-dihydro-1H-inden-2-ol), C(C)C=1C(=NC(=CN1)CC)NC1CCCC2=C1C=CS2 (3,6-diethyl-N-(4,5,6,7-tetrahydro-1-benzothien-4-yl)pyrazin-2-amine). Yields the product BrC=1N=C(C(=NC1CC)NC1CCCC2=C1C=CS2)CC (5-bromo-3,6-diethyl-N-(4,5,6,7-tetrahydro-1-benzothien-4-yl)pyrazin-2-amine). Reaction SMILES: [Br:1][C:2]1[N:3]=[C:4]([CH2:21][CH3:22])[C:5]([NH:10][C@@H:11]2[C:19]3[C:14](=[CH:15][CH:16]=[CH:17][CH:18]=3)[CH2:13][C@@H]2O)=[N:6][C:7]=1[CH2:8][CH3:9].C(C1C(NC2C3C=C[S:42]C=3CCC2)=NC(CC)=CN=1)C>>[Br:1][C:2]1[N:3]=[C:4]([CH2:21][CH3:22])[C:5]([NH:10][CH:11]2[C:19]3[CH:14]=[CH:13][S:42][C:18]=3[CH2:17][CH2:16][CH2:15]2)=[N:6][C:7]=1[CH2:8][CH3:9]. Procedure: Following the procedure for the preparation of (1R,2S)-1-[(5-bromo-3,6-diethylpyrazin-2-yl)amino]-2,3-dihydro-1H-inden-2-ol but substituting 3,6-diethyl-N-(4,5,6,7-tetrahydro-1-benzothien-4-yl)pyrazin-2-amine and making non-critical variations provided the title compound as a oil: 1H NMR (300 MHz, CDCl3) δ 7.10, 6.91, 5.32, 4.47, 2.83, 2.53, 2.10, 1.93, 1.27; (MS/CI) calcd for C16H20BrN3S+H 369.9, found 369.9.